Dataset: the Open Reaction Database (ORD), a public repository of structured organic reaction records. Task: describe an organic reaction: reactants, conditions, products, and yield Reactants: [Li]CC, CCC1CCCCN1CCCOc1ccc(C(=O)c2ccccc2OC)cc1, [Cl-], [NH4+], C1CCOC1. Yields the product CCC1CCCCN1CCCOc1ccc(C(O)(CC)c2ccccc2OC)cc1. RXN SMILES: [CH2:1]([CH3:2])[Li:3].[CH3:4][O:5][c:6]1[c:7]([C:8](=[O:9])[c:10]2[cH:11][cH:12][c:13]([O:16][CH2:17][CH2:18][CH2:19][N:20]3[CH:21]([CH2:26][CH3:27])[CH2:22][CH2:23][CH2:24][CH2:25]3)[cH:14][cH:15]2)[cH:28][cH:29][cH:30][cH:31]1.[Cl-:32].[NH4+:33].[O:34]1[CH2:35][CH2:36][CH2:37][CH2:38]1>>[CH2:1]([CH3:2])[C:8]([c:7]1[c:6]([O:5][CH3:4])[cH:31][cH:30][cH:29][cH:28]1)([OH:9])[c:10]1[cH:11][cH:12][c:13]([O:16][CH2:17][CH2:18][CH2:19][N:20]2[CH:21]([CH2:26][CH3:27])[CH2:22][CH2:23][CH2:24][CH2:25]2)[cH:14][cH:15]1. Yields the product C(C1=CC=CC=C1)OC1=C2C=3C(=C(N=CC3NC2=CC=C1)C1=NOC(=C1)COC)COC (5-Benzyloxy-4-methoxymethyl-3-(5-methoxymethyl-3-isoxazolyl)-β-carboline). Procedure details: At room temperature under a protective gas, 1.4 ml of sodium hypochlorite solution is added dropwise to 155 mg of 5-benzyloxy-4-methoxymethyl-9-tosyl-β-carboline-3-carbaldehyde oxime hydrochloride in 6 ml of absolute tetrahydrofuran. The mixture is stirred until the oxime has disappeared (TLC control) for one hour at room temperature, then 210 mg of methylpropargyl ether is added dropwise and the mixture is agitated overnight at room temperature. After the solvent has been removed by distillatio... As a reaction SMILES: Cl[O-].[Na+].Cl.[CH2:5]([O:12][C:13]1[CH:25]=[CH:24][CH:23]=[C:22]2[C:14]=1[C:15]1[C:16]([CH2:39][O:40][CH3:41])=[C:17]([CH:36]=[N:37][OH:38])[N:18]=[CH:19][C:20]=1[N:21]2S(C1C=CC(C)=CC=1)(=O)=O)[C:6]1[CH:11]=[CH:10][CH:9]=[CH:8][CH:7]=1.[CH3:42][O:43][CH2:44][C:45]#[CH:46]>O1CCCC1>[CH2:5]([O:12][C:13]1[CH:25]=[CH:24][CH:23]=[C:22]2[C:14]=1[C:15]1[C:16]([CH2:39][O:40][CH3:41])=[C:17]([C:36]3[CH:46]=[C:45]([CH2:44][O:43][CH3:42])[O:38][N:37]=3)[N:18]=[CH:19][C:20]=1[NH:21]2)[C:6]1[CH:11]=[CH:10][CH:9]=[CH:8][CH:7]=1 |f:0.1,2.3|. Conditions: time 8 hour. Reactants: COCC#C (methylpropargyl ether), Cl[O-].[Na+] (sodium hypochlorite), Cl.C(C1=CC=CC=C1)OC1=C2C=3C(=C(N=CC3N(C2=CC=C1)S(=O)(=O)C1=CC=C(C)C=C1)C=NO)COC (5-benzyloxy-4-methoxymethyl-9-tosyl-β-carboline-3-carbaldehyde oxime hydrochloride), oxime. Run in O1CCCC1 (tetrahydrofuran). The solvent is CO (methanol), [OH-].[Na+] (sodium hydroxide). Product: FC=1C=C(OCCOC2=CC=C(C=C2)C(C(=O)O)=O)C=CC1 (4-[[2-(3-fluorophenoxy)ethyl]oxy]-alpha-oxobenzeneacetic acid). The reactants are COC(C(C1=CC=C(C=C1)OCCOC1=CC(=CC=C1)F)=O)=O (4-[[2-(3-fluorophenoxy)ethyl]oxy]-alpha-oxobenzeneacetic acid methyl ester). Procedure: A mixture of 4-[[2-(3-fluorophenoxy)ethyl]oxy]-alpha-oxobenzeneacetic acid methyl ester (0.62 g) in methanol (5 mL) and 0.5N sodium hydroxide (6 mL) was treated as in Example 19. Extraction provided solids which were crystallized from diethyl ether-hexane to give 0.5 g of colorless 4-[[2-(3-fluorophenoxy)ethyl]oxy]-alpha-oxobenzeneacetic acid, mp 108°-109° C. As a reaction SMILES: C[O:2][C:3](=[O:23])[C:4](=[O:22])[C:5]1[CH:10]=[CH:9][C:8]([O:11][CH2:12][CH2:13][O:14][C:15]2[CH:20]=[CH:19][CH:18]=[C:17]([F:21])[CH:16]=2)=[CH:7][CH:6]=1>CO.[OH-].[Na+]>[F:21][C:17]1[CH:16]=[C:15]([CH:20]=[CH:19][CH:18]=1)[O:14][CH2:13][CH2:12][O:11][C:8]1[CH:7]=[CH:6][C:5]([C:4](=[O:22])[C:3]([OH:23])=[O:2])=[CH:10][CH:9]=1 |f:2.3|. Yield: 84.4%. The reactants are C(C)(C)(C)C1=CC(=C(C(=O)O)C=C1)[N+](=O)[O-] (4-tert-Butyl-2-nitro-benzoic acid). The reagents and catalysts are [Pd] (palladium on carbon). Solvent: C(C)O (ethanol). Product: NC1=C(C(=O)O)C=CC(=C1)C(C)(C)C (2-Amino-4-tert-butyl-benzoic acid). Yield: 10.3%. Reaction SMILES: [C:1]([C:5]1[CH:13]=[CH:12][C:8]([C:9]([OH:11])=[O:10])=[C:7]([N+:14]([O-])=O)[CH:6]=1)([CH3:4])([CH3:3])[CH3:2]>[Pd].C(O)C>[NH2:14][C:7]1[CH:6]=[C:5]([C:1]([CH3:4])([CH3:3])[CH3:2])[CH:13]=[CH:12][C:8]=1[C:9]([OH:11])=[O:10]. Procedure details: 4-tert-Butyl-2-nitro-benzoic acid (199 mg, 8.91 mmol), and 10% palladium on carbon (40 mg) were stirred in 6 mL ethanol under an atmosphere of hydrogen for 3 hours. The resulting mixture was filtered and concentrated in vacuo to yield 2-Amino-4-tert-butyl-benzoic acid (177 mg, 0.916 mmol). Reactants: C(C)(=O)C1=C(NC(S1)=O)C (5-Acetyl-4-methyl-3H-thiazol-2-one), C(C)(C)(C)OC(N(C)C)N(C)C (tert-butoxy-bis(dimethylamino)methane). Solvent: CCOC(=O)C (EtOAc). Reaction conditions: temperature 80 celsius. Product: CN(C=CC(=O)C1=C(NC(S1)=O)C)C (5-(3-Dimethylamino-acryloyl)-4-methyl-3H-thiazol-2-one). Reaction SMILES: [C:1]([C:4]1[S:8][C:7](=[O:9])[NH:6][C:5]=1[CH3:10])(=[O:3])[CH3:2].C(O[CH:16](N(C)C)[N:17]([CH3:19])[CH3:18])(C)(C)C>CCOC(C)=O>[CH3:16][N:17]([CH3:19])[CH:18]=[CH:2][C:1]([C:4]1[S:8][C:7](=[O:9])[NH:6][C:5]=1[CH3:10])=[O:3]. Procedure details: 5-Acetyl-4-methyl-3H-thiazol-2-one (0.5 g, 3.18 mmol) and tert-butoxy-bis(dimethylamino)methane (Bredereck's reagent; 2.226 mL, 0.477 mmol) were combined and heated at 80° C. for 4 h. Removal of the excess solvent under reduced pressure gave a dark residue. Treatment of this residue with EtOAc afforded the title compound as a solid product, which was collected by filtration (0.074 g, 11%). Anal. RP-HPLC: tR 10.5 min (0-60% MeCN over 20 min). 1H-NMR (DMSO-d6): δ2.33 (3H, s, CH3), 2.70 (3H, s, NCH... Reactants: ClC1=CC=C(C=C1)C(C1=CNC2=C(C=C(C=C12)F)CSC)C1=CC=C(C=C1)F (3-[(4-Chlorophenyl)(4-fluorophenyl)methyl]-5-fluoro-7-[(methylsulfanyl)methyl]-1H-indole), ClC1=CC=C(C=C1)C(C1=CNC2=C(C=CC=C12)CS(=O)C)C1=CC=C(C=C1)Cl (3-[Bis(4-chlorophenyl)methyl]-7-[(methylsulfinyl)methyl]-1H-indole). Yields the product ClC1=CC=C(C=C1)C(C1=CNC2=C(C=C(C=C12)F)CS(=O)C)C1=CC=C(C=C1)F (3-[(4-Chlorophenyl)(4-fluorophenyl)methyl]-5-fluoro-7-[(methylsulfinyl)methyl]-1H-indole). RXN SMILES: [Cl:1][C:2]1[CH:7]=[CH:6][C:5]([CH:8]([C:22]2[CH:27]=[CH:26][C:25]([F:28])=[CH:24][CH:23]=2)[C:9]2[C:17]3[C:12](=[C:13]([CH2:19][S:20][CH3:21])[CH:14]=[C:15]([F:18])[CH:16]=3)[NH:11][CH:10]=2)=[CH:4][CH:3]=1.ClC1C=CC(C(C2C=CC(Cl)=CC=2)C2C3C(=C(CS(C)=[O:48])C=CC=3)NC=2)=CC=1>>[Cl:1][C:2]1[CH:7]=[CH:6][C:5]([CH:8]([C:22]2[CH:23]=[CH:24][C:25]([F:28])=[CH:26][CH:27]=2)[C:9]2[C:17]3[C:12](=[C:13]([CH2:19][S:20]([CH3:21])=[O:48])[CH:14]=[C:15]([F:18])[CH:16]=3)[NH:11][CH:10]=2)=[CH:4][CH:3]=1. Reported procedure: The title compound was prepared starting from 100 mg (0.24 mmol) of the compound from Example 291 in analogy to the synthesis of the compound from Example 296. 102 mg (98% of theory) of the target compound were obtained as mixture of diastereomers.